From a dataset of the Open Reaction Database (ORD), a public repository of structured organic reaction records. describe an organic reaction: reactants, conditions, products, and yield The reactants are [BH4-], C=CCOc1cc(COC2CN(C(=O)OC(C)(C)C)CCC2c2ccc(OCCCOCc3ccccc3OC)cc2)ccc1Cl, [Li+], [Na+], C1CCOC1, O=C([O-])O. Yields the product COc1ccccc1COCCCOc1ccc(C2CCN(C(=O)OC(C)(C)C)CC2OCc2ccc(Cl)c(O)c2)cc1. Reaction SMILES: [BH4-:47].[CH2:1]([CH:2]=[CH2:3])[O:4][c:5]1[cH:6][c:7]([CH2:8][O:9][CH:10]2[CH2:11][N:12]([C:36](=[O:37])[O:38][C:39]([CH3:40])([CH3:41])[CH3:42])[CH2:13][CH2:14][CH:15]2[c:16]2[cH:17][cH:18][c:19]([O:22][CH2:23][CH2:24][CH2:25][O:26][CH2:27][c:28]3[c:29]([O:34][CH3:35])[cH:30][cH:31][cH:32][cH:33]3)[cH:20][cH:21]2)[cH:43][cH:44][c:45]1[Cl:46].[Li+:48].[Na+:49].[O:54]1[CH2:55][CH2:56][CH2:57][CH2:58]1.[OH:50][C:51](=[O:52])[O-:53]>>[OH:4][c:5]1[cH:6][c:7]([CH2:8][O:9][CH:10]2[CH2:11][N:12]([C:36](=[O:37])[O:38][C:39]([CH3:40])([CH3:41])[CH3:42])[CH2:13][CH2:14][CH:15]2[c:16]2[cH:17][cH:18][c:19]([O:22][CH2:23][CH2:24][CH2:25][O:26][CH2:27][c:28]3[c:29]([O:34][CH3:35])[cH:30][cH:31][cH:32][cH:33]3)[cH:20][cH:21]2)[cH:43][cH:44][c:45]1[Cl:46]. Reactants: C(CCC)[Sn](C1=CC(=NN1)C(=O)OCC)(CCCC)CCCC (ethyl 5-(tributylstannyl)-1H-pyrazole-3-carboxylate), BrC1=CN=C(C=2N1N=CN2)NC2=CC=C(C=C2)N2[C@@H]1CN([C@H](C2)C1)C(C)C ((5-bromo-[1,2,4]triazolo[1,5-a]pyrazin-8-yl)-[4-((1S,4S)-5-isopropyl-2,5-diazabicyclo[2.2.1]hept-2-yl)-phenyl]amine). The reagents and catalysts are Cl[Pd]([P](C1=CC=CC=C1)(C2=CC=CC=C2)C3=CC=CC=C3)([P](C4=CC=CC=C4)(C5=CC=CC=C5)C6=CC=CC=C6)Cl (Pd(PPh3)2Cl2). Solvent: C1CCOC1 (THF). Product: C(C)(C)N1[C@@H]2CN([C@H](C1)C2)C2=CC=C(C=C2)NC=2C=1N(C(=CN2)C2=CC(=NN2)C(=O)OCC)N=CN1 (Ethyl 5-(8-(4-((1S,4S)-5-isopropyl-2,5-diazabicyclo[2.2.1]heptan-2-yl)phenylamino)-[1,2,4]triazolo[1,5-a]pyrazin-5-yl)-1H-pyrazole-3-carboxylate). The yield is 28.7%. RXN SMILES: C([Sn](CCCC)(CCCC)[C:6]1[NH:10][N:9]=[C:8]([C:11]([O:13][CH2:14][CH3:15])=[O:12])[CH:7]=1)CCC.Br[C:25]1[N:30]2[N:31]=[CH:32][N:33]=[C:29]2[C:28]([NH:34][C:35]2[CH:40]=[CH:39][C:38]([N:41]3[CH2:46][C@@H:45]4[CH2:47][C@H:42]3[CH2:43][N:44]4[CH:48]([CH3:50])[CH3:49])=[CH:37][CH:36]=2)=[N:27][CH:26]=1>C1COCC1.Cl[Pd](Cl)([P](C1C=CC=CC=1)(C1C=CC=CC=1)C1C=CC=CC=1)[P](C1C=CC=CC=1)(C1C=CC=CC=1)C1C=CC=CC=1>[CH:48]([N:44]1[CH2:43][C@@H:42]2[CH2:47][C@H:45]1[CH2:46][N:41]2[C:38]1[CH:37]=[CH:36][C:35]([NH:34][C:28]2[C:29]3[N:30]([N:31]=[CH:32][N:33]=3)[C:25]([C:6]3[NH:10][N:9]=[C:8]([C:11]([O:13][CH2:14][CH3:15])=[O:12])[CH:7]=3)=[CH:26][N:27]=2)=[CH:40][CH:39]=1)([CH3:50])[CH3:49] |^1:58,77|. Procedure: A mixture of ethyl 5-(tributylstannyl)-1H-pyrazole-3-carboxylate (109.0 mg, 0.25 mmol) (Heterocyles, 1992, 813-818), (5-bromo-[1,2,4]triazolo[1,5-a]pyrazin-8-yl)-[4-((1S,4S)-5-isopropyl-2,5-diazabicyclo[2.2.1]hept-2-yl)-phenyl]amine (163.0 mg, 0.38 mmol), and Pd(PPh3)2Cl2 (27.0 mg, 0.04 mmol) in THF (3 mL) is refluxed for 18 hours. After return to room temperature, solvent is removed under reduced pressure. Purification of the residue by silica gel column chromatography eluting with a mixture of... Reactants: NC1=NC2=CC=C(C=C2C(=C1)C1=CC=C(C=C1)N)Cl (2-amino-6-chloro-4-(4-aminophenyl)quinoline). The reagents and catalysts are [Na].[Hg] (sodium amalgam). Solvent: O (water), C(C)O (ethanol). Product: NC1=NC2=CC=C(C=C2C(C1)C1=CC=C(C=C1)N)Cl (2-Amino-4-(4-aminophenyl)-6-chloro-3,4-dihydroquinoline). Reaction SMILES: [NH2:1][C:2]1[CH:11]=[C:10]([C:12]2[CH:17]=[CH:16][C:15]([NH2:18])=[CH:14][CH:13]=2)[C:9]2[C:4](=[CH:5][CH:6]=[C:7]([Cl:19])[CH:8]=2)[N:3]=1>O.C(O)C.[Na].[Hg]>[NH2:1][C:2]1[CH2:11][CH:10]([C:12]2[CH:17]=[CH:16][C:15]([NH2:18])=[CH:14][CH:13]=2)[C:9]2[C:4](=[CH:5][CH:6]=[C:7]([Cl:19])[CH:8]=2)[N:3]=1 |f:3.4,^1:23|. Reported procedure: 6.76 g of sodium amalgam were added over the course of one hour to a solution of 255 mg of 2-amino-6-chloro-4-(4-aminophenyl)quinoline in 3.4 ml of water and 22 ml of ethanol while stirring. The mixture was stirred overnight and decanted off from the Hg precipitate, and the solvent was removed by distillation under reduced pressure. After carrying out an MPLC column chromatography in a mixture of 10 parts by volume of ethyl acetate, 5 parts by volume of methanol, 5 parts by volume of n-heptane, ... Starting materials: C(C1=CC=CC=C1)(=O)C1CC(N(C1)C1=CC(=C(C=C1)OC)F)=O (4-benzoyl-1-(3-fluoro-4-methoxyphenyl)pyrrolidin-2-one). Solvent: B(Br)(Br)Br.C(Cl)Cl (BBr3 CH2Cl2). Reaction conditions: time 16 hour. The product is C(C1=CC=CC=C1)(=O)C1CC(N(C1)C1=CC(=C(C=C1)O)F)=O (4-benzoyl-1-(3-fluoro-4-hydroxyphenyl)pyrrolidin-2-one). As a reaction SMILES: [C:1]([CH:9]1[CH2:13][N:12]([C:14]2[CH:19]=[CH:18][C:17]([O:20]C)=[C:16]([F:22])[CH:15]=2)[C:11](=[O:23])[CH2:10]1)(=[O:8])[C:2]1[CH:7]=[CH:6][CH:5]=[CH:4][CH:3]=1>B(Br)(Br)Br.C(Cl)Cl>[C:1]([CH:9]1[CH2:13][N:12]([C:14]2[CH:19]=[CH:18][C:17]([OH:20])=[C:16]([F:22])[CH:15]=2)[C:11](=[O:23])[CH2:10]1)(=[O:8])[C:2]1[CH:3]=[CH:4][CH:5]=[CH:6][CH:7]=1 |f:1.2|. Procedure details: A mixture of 4-benzoyl-1-(3-fluoro-4-methoxyphenyl)pyrrolidin-2-one (Step 2, 1.0 g, 3.2 mmol) in 20 mL of 1 M BBr3/CH2Cl2 was stirred at RT for 16 h. The solution was concentrated in vacuo and the residue was diluted with 50 mL of MeOH and concentrated in vacuo again. The resulting white solid was washed with 50% EtOAc/hexane to give the title compound. MS (ESI pos. ion) m/z: 300.4 (M+H). Calc'd Exact Mass for C17H14FNO3: 299.3. The reactants are N[C@@H](CCCNC(N)=N)C(=O)O (arginine), O (water), N[C@@H](CCCNC(N)=N)C(=O)O (Arg), N([C@@H](CC1=CNC2=CC=CC=C12)C(=O)ON1C(=O)CCC1=O)C(=O)OCC1=CC=CC=C1 (Z-Trp-OSu). Run in CN(C)C=O (DMF), CN(C)C=O (DMF). Yields the product N([C@@H](CC1=CNC2=CC=CC=C12)C(=O)N[C@@H](CCCNC(N)=N)C(=O)O)C(=O)OCC1=CC=CC=C1 (Z-Trp-Arg-OH). As a reaction SMILES: O.[NH2:2][C@H:3]([C:11]([OH:13])=[O:12])[CH2:4][CH2:5][CH2:6][NH:7][C:8](=[NH:10])[NH2:9].[NH:14]([C:36]([O:38][CH2:39][C:40]1[CH:45]=[CH:44][CH:43]=[CH:42][CH:41]=1)=[O:37])[C@H:15]([C:26](ON1C(=O)CCC1=O)=[O:27])[CH2:16][C:17]1[C:25]2[C:20](=[CH:21][CH:22]=[CH:23][CH:24]=2)[NH:19][CH:18]=1>CN(C=O)C>[NH:14]([C:36]([O:38][CH2:39][C:40]1[CH:45]=[CH:44][CH:43]=[CH:42][CH:41]=1)=[O:37])[C@H:15]([C:26]([NH:2][C@H:3]([C:11]([OH:13])=[O:12])[CH2:4][CH2:5][CH2:6][NH:7][C:8](=[NH:9])[NH2:10])=[O:27])[CH2:16][C:17]1[C:25]2[C:20](=[CH:21][CH:22]=[CH:23][CH:24]=2)[NH:19][CH:18]=1. Reported procedure: 2.00 equivalents water and 1 equivalent Arg (Mw=174.2) were mixed with DMF and stirred at room temperature until a solution was obtained. 1.03 equivalents of Z-Trp-OSu (Mw=435.45; purity=98%) were dissolved in DMF and poured in the arginine solution. Stirring was then continued at room temperature for at least 5 hours. After checking the termination of the reaction by HPLC, the reaction mixture was precipitated by adding slowly cold acetonitrile (0±5° C.) and kept at this temperature for at leas... Reactants: C(C1CO1)OC(C)(C)C (rac tert-butyl glycidyl ether), O (water). The reagents and catalysts are CC(C)(C)C1=C/C(=C\N[C@@H]2CCCC[C@H]2N/C=C\3/C=C(C=C(C3=O)C(C)(C)C)C(C)(C)C)/C(=O)C(=C1)C(C)(C)C.[Co] ((1R,2R)-(−)-1,2-cyclohexanediamino-N,N′-bis-(3,5-di-t-butylsalicylidene) cobalt (II)), C(C)(=O)O (acetic acid). Run in O1CCCC1 (THF). Reaction conditions: temperature 0 celsius. Product: C([C@@H]1CO1)OC(C)(C)C ((S)-tert-butyl glycidyl ether). Yield: 43.5%. RXN SMILES: [CH2:1]([O:5][C:6]([CH3:9])([CH3:8])[CH3:7])[CH:2]1[O:4][CH2:3]1.O>CC(C1C=C(C(C)(C)C)C(=O)/C(=C/N[C@H]2[C@H](N/C=C3/C=C(C(C)(C)C)C=C(C(C)(C)C)C/3=O)CCCC2)/C=1)(C)C.[Co].C(O)(=O)C.O1CCCC1>[CH2:1]([O:5][C:6]([CH3:9])([CH3:8])[CH3:7])[C@H:2]1[O:4][CH2:3]1 |f:2.3|. Procedure: In a 500 ml round bottomed flask equipped with thermometer and a magnetic stirrer and an ice bath 6.04 g (1R,2R)-(−)-1,2-cyclohexanediamino-N,N′-bis-(3,5-di-t-butylsalicylidene) cobalt (II) (10 mmol; Strem Chemicals) and 260.38 g rac tert-butyl glycidyl ether (2000 mmol) and 2.40 g acetic acid (40 mmol) and 20 ml THF (tetrahydrofurane) were cooled under stirring to 0° C. and 19.82 g deionized water (1100 mmol) were added all at once. The dark red reaction mixture was stirred under an air atmosph... The reactants are NC1=C(C=C(C=C1)Br)S(=O)(=O)O (2-amino-5-bromobenzenesulphonic acid), ICl (iodine chloride), Cl (hydrochloric acid). The solvent is CO (methanol). Run at temperature 90 celsius. Yields the product NC1=C(C=C(C=C1I)Br)S(=O)(=O)O (2-amino-5-bromo-3-iodobenzenesulphonic acid). RXN SMILES: [NH2:1][C:2]1[CH:7]=[CH:6][C:5]([Br:8])=[CH:4][C:3]=1[S:9]([OH:12])(=[O:11])=[O:10].[I:13]Cl.Cl>CO>[NH2:1][C:2]1[C:7]([I:13])=[CH:6][C:5]([Br:8])=[CH:4][C:3]=1[S:9]([OH:12])(=[O:11])=[O:10]. Reported procedure: To 45 g (176 mmol) of 2-amino-5-bromobenzenesulphonic acid are added 46 g (282 mmol) of iodine chloride, 400 ml of aqueous 1N hydrochloric acid solution and 400 ml of methanol. The mixture is heated at 90° C. for 18 hours and concentrated under reduced pressure, and the residue is crystallized from ethanol. Yields the product NC1=NC=2C=CC=CC2C2=C1N=C(N2CC(C)C)CN (4-Amino-1-(2-methylpropyl)-1H-imidazo[4,5-c]quinoline-2-methanamine). Reactants: N(=[N+]=[N-])CC=1N(C2=C(C(=NC=3C=CC=CC23)N)N1)CC(C)C (2-Azidomethyl-1-(2-methylpropyl)-1H-imidazo[4,5-c]quinolin-4-amine), [H][H] (hydrogen). Procedure details: 2-Azidomethyl-l(2-methylpropyl)-1H-imidazo[4,5-c]quinolin-4-amine (3.2 g, 0.0108 mol, Example 11) was added to ethanol (300 mL) and 5% Pd/C (about 1 g) was added to the mixture. The mixture was hydrogenated on a Parr apparatus until hydrogen uptake stopped. Hydrogen was removed and the mixture was flushed with hydrogen to regenerate the catalyst. Hydrogenation was resumed. This procedure was repeated until no more hydrogen was absorbed. The catalyst was filtered from the mixture and the filtrate... RXN SMILES: [N:1]([CH2:4][C:5]1[N:6]([CH2:19][CH:20]([CH3:22])[CH3:21])[C:7]2[C:16]3[CH:15]=[CH:14][CH:13]=[CH:12][C:11]=3[N:10]=[C:9]([NH2:17])[C:8]=2[N:18]=1)=[N+]=[N-].[H][H]>[Pd].C(O)C>[NH2:17][C:9]1[C:8]2[N:18]=[C:5]([CH2:4][NH2:1])[N:6]([CH2:19][CH:20]([CH3:22])[CH3:21])[C:7]=2[C:16]2[CH:15]=[CH:14][CH:13]=[CH:12][C:11]=2[N:10]=1. Reagents/catalysts: [Pd] (Pd/C). The solvent is C(C)O (ethanol).